Task: describe an organic reaction: reactants, conditions, products, and yield. Dataset: the Open Reaction Database (ORD), a public repository of structured organic reaction records Starting materials: Nc1ccc(Br)cc1, CCO, Cl, O=N[O-], Cc1cc(N)nc(N)n1, NC(N)=O, [Na+], [Na+], [OH-], O, c1cncnc1. Product: Cc1nc(N)nc(N)c1N=Nc1ccc(Br)cc1. Reaction SMILES: [Br:10][c:11]1[cH:12][cH:13][c:14]([NH2:15])[cH:16][cH:17]1.[CH3:35][CH2:36][OH:37].[ClH:38].[N:18]([O-:19])=[O:20].[NH2:1][c:2]1[n:3][c:4]([CH3:9])[cH:5][c:6]([NH2:8])[n:7]1.[NH2:22][C:23](=[O:24])[NH2:25].[Na+:21].[Na+:33].[OH-:32].[OH2:34].[cH:26]1[cH:27][n:28][cH:29][n:30][cH:31]1>>[NH2:1][c:2]1[n:3][c:4]([CH3:9])[c:5]([N:18]=[N:15][c:14]2[cH:13][cH:12][c:11]([Br:10])[cH:17][cH:16]2)[c:6]([NH2:8])[n:7]1. The reactants are ClCCl, CC(F)(F)c1cc(CO)no1, O=S(Cl)Cl. Product: CC(F)(F)c1cc(CCl)no1. As a reaction SMILES: [Cl:16][CH2:17][Cl:18].[F:1][C:2]([CH3:3])([F:4])[c:5]1[cH:6][c:7]([CH2:10][OH:11])[n:8][o:9]1.[S:12]([Cl:13])([Cl:14])=[O:15]>>[F:1][C:2]([CH3:3])([F:4])[c:5]1[cH:6][c:7]([CH2:10][Cl:14])[n:8][o:9]1. Yields the product Cc1cn(CC2CN(c3ccc(-c4ccc(C5=NOC(CO)C5)s4)c(F)c3)C(=O)O2)nn1. RXN SMILES: [CH3:22][Sn:23]([c:24]1[cH:25][cH:26][c:27]([C:29]2=[N:30][O:31][CH:32]([CH2:34][OH:35])[CH2:33]2)[s:28]1)([CH3:36])[CH3:37].[CH:54]([Cl:55])([Cl:56])[Cl:57].[CH:60](=[CH:61][C:62]([CH:63]=[CH:64][c:65]1[cH:66][cH:67][cH:68][cH:69][cH:70]1)=[O:71])[c:72]1[cH:73][cH:74][cH:75][cH:76][cH:77]1.[CH:78](=[CH:79][C:80]([CH:81]=[CH:82][c:83]1[cH:84][cH:85][cH:86][cH:87][cH:88]1)=[O:89])[c:90]1[cH:91][cH:92][cH:93][cH:94][cH:95]1.[CH:96](=[CH:97][C:98]([CH:99]=[CH:100][c:101]1[cH:102][cH:103][cH:104][cH:105][cH:106]1)=[O:107])[c:108]1[cH:109][cH:110][cH:111][cH:112][cH:113]1.[F:1][c:2]1[cH:3][c:4]([N:9]2[C:10](=[O:21])[O:11][CH:12]([CH2:14][n:15]3[n:16][n:17][c:18]([CH3:20])[cH:19]3)[CH2:13]2)[cH:5][cH:6][c:7]1[I:8].[Pd:58].[Pd:59].[o:38]1[cH:39][cH:40][cH:41][c:42]1[P:43]([c:44]1[o:45][cH:46][cH:47][cH:48]1)[c:49]1[o:50][cH:51][cH:52][cH:53]1>>[F:1][c:2]1[cH:3][c:4]([N:9]2[C:10](=[O:21])[O:11][CH:12]([CH2:14][n:15]3[n:16][n:17][c:18]([CH3:20])[cH:19]3)[CH2:13]2)[cH:5][cH:6][c:7]1-[c:24]1[cH:25][cH:26][c:27]([C:29]2=[N:30][O:31][CH:32]([CH2:34][OH:35])[CH2:33]2)[s:28]1. The reactants are C[Sn](C)(C)c1ccc(C2=NOC(CO)C2)s1, ClC(Cl)Cl, O=C(C=Cc1ccccc1)C=Cc1ccccc1, O=C(C=Cc1ccccc1)C=Cc1ccccc1, O=C(C=Cc1ccccc1)C=Cc1ccccc1, Cc1cn(CC2CN(c3ccc(I)c(F)c3)C(=O)O2)nn1, [Pd], [Pd], c1coc(P(c2ccco2)c2ccco2)c1. Reactants: CN1CC2=C(NC=3C=CC(=CC23)C)CC1 (2,8-dimethyl-2,3,4,5-tetrahydro-1H-pyrido[4,3-b]indole), [OH-].[K+] (KOH), C1(=CC=CC=C1)N (phenylamine), C(Cl)Cl (DCM). Solvent: O (water). Reaction conditions: temperature 85 celsius, time 2 hour. Yields the product CN1CC2=C(N(C=3C=CC(=CC23)C)CNC2=CC=CC=C2)CC1 ((2,8-dimethyl-1,2,3,4-tetrahydro-pyrido[4,3-b]indol-5-ylmethyl)-phenyl-amine). Reaction SMILES: [CH3:1][N:2]1[CH2:15][CH2:14][C:5]2[NH:6][C:7]3[CH:8]=[CH:9][C:10]([CH3:13])=[CH:11][C:12]=3[C:4]=2[CH2:3]1.[OH-].[K+].[C:18]1([NH2:24])[CH:23]=[CH:22][CH:21]=[CH:20][CH:19]=1.[CH2:25](Cl)Cl>O>[CH3:1][N:2]1[CH2:15][CH2:14][C:5]2[N:6]([CH2:25][NH:24][C:18]3[CH:23]=[CH:22][CH:21]=[CH:20][CH:19]=3)[C:7]3[CH:8]=[CH:9][C:10]([CH3:13])=[CH:11][C:12]=3[C:4]=2[CH2:3]1 |f:1.2|. Procedure: To a solution of 2,8-dimethyl-2,3,4,5-tetrahydro-1H-pyrido[4,3-b]indole (200 mg, 1.0 mmol) in DCM (4 mL) were added powdered KOH (392 mg, 7.0 mmol) and phenylamine (111 mg, 1.2 mmol). The reaction mixture was stirred at 85° C. for 2 h. The reaction mixture was diluted with water (20 mL) and extracted with DCM (3×20 mL). The combined organic layer was washed with water (3×30 mL), dried over anhydrous sodium sulfate and concentrated under reduced pressure to afford crude material, which was purifi... The reactants are COCCCCN1C(C(OC2=C1C=C(C(=C2)C(F)(F)F)C(=O)O)(C)C)=O (4-(4-methoxybutyl)-2,2-dimethyl-3-oxo-7-(trifluoromethyl)-3,4-dihydro-2H-1,4-benzoxazine-6-carboxylic acid), N[C@H]1CN(CC[C@@H]1C1=CC=CC=C1)C(=O)OC(C)(C)C (tert-butyl (3R,4R)-3-amino-4-phenylpiperidine-1-carboxylate). The product is COCCCCN1C(C(OC2=C1C=C(C(=C2)C(F)(F)F)C(=O)N[C@H]2CN(CC[C@@H]2C2=CC=CC=C2)C(=O)OC(C)(C)C)(C)C)=O (tert-Butyl (3R,4R)-3-({[4-(4-methoxybutyl)-2,2-dimethyl-3-oxo-7-(trifluoromethyl)-3,4-dihydro-2H-1,4-benzoxazin-6-yl]carbonyl}amino)-4-phenylpiperidine-1-carboxylate). RXN SMILES: [CH3:1][O:2][CH2:3][CH2:4][CH2:5][CH2:6][N:7]1[C:12]2[CH:13]=[C:14]([C:21](O)=[O:22])[C:15]([C:17]([F:20])([F:19])[F:18])=[CH:16][C:11]=2[O:10][C:9]([CH3:25])([CH3:24])[C:8]1=[O:26].[NH2:27][C@@H:28]1[C@@H:33]([C:34]2[CH:39]=[CH:38][CH:37]=[CH:36][CH:35]=2)[CH2:32][CH2:31][N:30]([C:40]([O:42][C:43]([CH3:46])([CH3:45])[CH3:44])=[O:41])[CH2:29]1>>[CH3:1][O:2][CH2:3][CH2:4][CH2:5][CH2:6][N:7]1[C:12]2[CH:13]=[C:14]([C:21]([NH:27][C@@H:28]3[C@@H:33]([C:34]4[CH:39]=[CH:38][CH:37]=[CH:36][CH:35]=4)[CH2:32][CH2:31][N:30]([C:40]([O:42][C:43]([CH3:46])([CH3:45])[CH3:44])=[O:41])[CH2:29]3)=[O:22])[C:15]([C:17]([F:19])([F:18])[F:20])=[CH:16][C:11]=2[O:10][C:9]([CH3:25])([CH3:24])[C:8]1=[O:26]. Reported procedure: Using 4-(4-methoxybutyl)-2,2-dimethyl-3-oxo-7-(trifluoromethyl)-3,4-dihydro-2H-1,4-benzoxazine-6-carboxylic acid and tert-butyl (3R,4R)-3-amino-4-phenylpiperidine-1-carboxylate, the title compound was obtained in a similar manner to Reference Example 541.